From a dataset of the Open Reaction Database (ORD), a public repository of structured organic reaction records. describe an organic reaction: reactants, conditions, products, and yield Reactants: CCC1Nc2ccc(F)cc2NC1=O, CC(Nc1cc(F)ccc1[N+](=O)[O-])C(=O)O. Yields the product CC1Nc2cc(F)ccc2NC1=O. RXN SMILES: [CH2:17]([CH:18]1[NH:19][c:20]2[c:21]([cH:22][c:23]([F:24])[cH:25][cH:26]2)[NH:27][C:28]1=[O:29])[CH3:30].[F:1][c:2]1[cH:3][cH:4][c:5]([N+:14]([O-:13])=[O:15])[c:6]([NH:8][CH:9]([CH3:10])[C:11](=[O:12])[OH:16])[cH:7]1>>[F:1][c:2]1[cH:3][cH:4][c:5]2[c:6]([cH:7]1)[NH:8][CH:9]([CH3:10])[C:11](=[O:12])[NH:14]2. Starting materials: C(C1=CC=CC=C1)N1C=NC2=C(C1=O)C(=C(C(N2C)=O)C)O (3-Benzyl-5-hydroxy-6,8-dimethylpyrido[2,3-d]pyrimidine-4,7(3H,8H)-dione), O=P(Cl)(Cl)Cl (POCl3). Yields the product C(C1=CC=CC=C1)N1C=NC2=C(C1=O)C(=C(C(N2C)=O)C)Cl (3-Benzyl-5-chloro-6,8-dimethylpyrido[2,3-d]pyrimidine-4,7(3H,8H)-dione). As a reaction SMILES: [CH2:1]([N:8]1[C:13](=[O:14])[C:12]2[C:15](O)=[C:16]([CH3:21])[C:17](=[O:20])[N:18]([CH3:19])[C:11]=2[N:10]=[CH:9]1)[C:2]1[CH:7]=[CH:6][CH:5]=[CH:4][CH:3]=1.O=P(Cl)(Cl)[Cl:25]>>[CH2:1]([N:8]1[C:13](=[O:14])[C:12]2[C:15]([Cl:25])=[C:16]([CH3:21])[C:17](=[O:20])[N:18]([CH3:19])[C:11]=2[N:10]=[CH:9]1)[C:2]1[CH:7]=[CH:6][CH:5]=[CH:4][CH:3]=1. Procedure details: 3-Benzyl-5-hydroxy-6,8-dimethylpyrido[2,3-d]pyrimidine-4,7(3H,8H)-dione (5.5 g, 18.5 mmol) was dissolved in excess POCl3 (50 mL) and heated at reflux for 1 hour. POCl3 was removed in vacuo and the residue dissolved in DCM then quickly washed with saturated sodium bicarbonate solution until neutral pH was observed. The organic layer was dried over MgSO4 and evaporated to dryness to give 7.3 g of the title compound as an impure reddish brown solid. [M+H] calc'd for C16H14ClN3O2, 315. found, 315. The product is CN(C)CCC(=O)c1cnn2c1CCCC2. The reactants are CC(=O)c1cnn2c1CCCC2, O=C([O-])[O-], C=O, CC(=O)OC(C)=O, CNC, Cl, [K+], [K+], O. As a reaction SMILES: [C:14]([CH3:15])(=[O:16])[c:17]1[cH:18][n:19][n:20]2[c:21]1[CH2:22][CH2:23][CH2:24][CH2:25]2.[C:26](=[O:27])([O-:28])[O-:29].[CH2:12]=[O:13].[CH3:1][C:2]([O:3][C:4](=[O:5])[CH3:6])=[O:7].[CH3:9][NH:10][CH3:11].[ClH:8].[K+:30].[K+:31].[OH2:32]>>[CH2:1]([N:10]([CH3:9])[CH3:11])[CH2:15][C:14](=[O:16])[c:17]1[cH:18][n:19][n:20]2[c:21]1[CH2:22][CH2:23][CH2:24][CH2:25]2. Reactants: O=C(CBr)c1ccccc1, CCOC(=O)CC(C)=O, Cc1ccccc1, [Na]. The product is CCOC(=O)C(CC(=O)c1ccccc1)C(C)=O. RXN SMILES: [Br:11][CH2:12][C:13](=[O:14])[c:15]1[cH:16][cH:17][cH:18][cH:19][cH:20]1.[C:2]([CH2:3][C:4](=[O:5])[CH3:6])(=[O:7])[O:8][CH2:9][CH3:10].[CH3:21][c:22]1[cH:23][cH:24][cH:25][cH:26][cH:27]1.[Na:1]>>[C:2]([CH:3]([C:4](=[O:5])[CH3:6])[CH2:12][C:13](=[O:14])[c:15]1[cH:16][cH:17][cH:18][cH:19][cH:20]1)(=[O:7])[O:8][CH2:9][CH3:10]. The reactants are CN(C)C=O (DMF), [Cl-].[NH4+] (ammonium chloride), COCOC1=C(C=C(C=C1C(COCOC)(C)C)Br)C(C)(C)C (4-Bromo-2-tert-butyl-6-(2-methoxymethoxy-1,1-dimetylethyl)phenyl methoxymethyl Ether), [Li]C(C)(C)C (t-BuLi). Solvent: C1CCOC1 (THF), C1CCOC1 (THF). The product is C(C)(C)(C)C=1C=C(C=O)C=C(C1OCOC)C(COCOC)(C)C (3-tert-Butyl-4-methoxymethoxy-5-(2-methoxymethoxy-1,1-dimethylethyl)benzaldehyde). The yield is 83.1%. As a reaction SMILES: [CH3:1][O:2][CH2:3][O:4][C:5]1[C:10]([C:11]([CH3:18])([CH3:17])[CH2:12][O:13][CH2:14][O:15][CH3:16])=[CH:9][C:8](Br)=[CH:7][C:6]=1[C:20]([CH3:23])([CH3:22])[CH3:21].[Li]C(C)(C)C.CN([CH:32]=[O:33])C.[Cl-].[NH4+]>C1COCC1>[C:20]([C:6]1[CH:7]=[C:8]([CH:9]=[C:10]([C:11]([CH3:18])([CH3:17])[CH2:12][O:13][CH2:14][O:15][CH3:16])[C:5]=1[O:4][CH2:3][O:2][CH3:1])[CH:32]=[O:33])([CH3:23])([CH3:22])[CH3:21] |f:3.4|. Procedure: A solution of 48 (925 mg, 2.38 mmol) in THF (20 ml) was cooled to −50° C., and t-BuLi (1.7 M in pentane, 3.08 ml, 5.24 mmol) was dropwise added to the solution while maintaining the temperature below −40° C. After completion of the addition, the mixture was stirred at this temperature, and DMF (0.12 ml) in THF (5 ml) was added. The mixture was warmed slowly to room temperature. Aqueous solution of saturated ammonium chloride (50 ml) was added, and the mixture was extracted with ethyl acetate (50... Isolated yield 17.9%. The solvent is CC(=O)N(C)C (DMA), CCOC(=O)C (EtOAc). Reactants: BrC=1C=C2C(=NNC(C2=CC1)=O)Cl (6-bromo-4-chloro-2H-phthalazin-1-one), FC(OC1=CC=C(CN)C=C1)(F)F (4-(trifluoromethoxy)benzylamine), C=1C=CC(=CC1)P(C=2C=CC=CC2)C3=CC=C4C=CC=CC4=C3C5=C6C=CC=CC6=CC=C5P(C=7C=CC=CC7)C=8C=CC=CC8 (rac-BINAP), CC(C)(C)[O-].[Na+] (NaOtBu). Procedure details: A mixture 6-bromo-4-chloro-2H-phthalazin-1-one (150 mg, 0.578 mmol), 4-(trifluoromethoxy)benzylamine (0.098 mL, 0.642 mmol), Pd2(dba)3 (50 mg, 0.055 mmol), rac-BINAP (112 mg, 0.180 mmol) and NaOtBu (151 mg, 1.571 mmol) in DMA (5 mL) was heated at 85° C. for 2 h. The mixture was allowed to cool, diluted with EtOAc and washed with water. The organic layer was washed with sat. aq. NaHCO3, brine and dried (Na2SO4). Chromatography on silica (EtOAc/hexanes) afforded 6-(4-tert-butoxy-benzylamino)-4-chl... The reagents and catalysts are C=1C=CC(=CC1)/C=C/C(=O)/C=C/C2=CC=CC=C2.C=1C=CC(=CC1)/C=C/C(=O)/C=C/C2=CC=CC=C2.C=1C=CC(=CC1)/C=C/C(=O)/C=C/C2=CC=CC=C2.[Pd].[Pd] (Pd2(dba)3). As a reaction SMILES: Br[C:2]1[CH:3]=[C:4]2[C:9](=[CH:10][CH:11]=1)[C:8](=[O:12])[NH:7][N:6]=[C:5]2[Cl:13].FC(F)(F)O[C:17]1[CH:24]=[CH:23][C:20]([CH2:21][NH2:22])=[CH:19][CH:18]=1.C1C=CC(P(C2C(C3C(P(C4C=CC=CC=4)C4C=CC=CC=4)=CC=C4C=3C=CC=C4)=C3C(C=CC=C3)=CC=2)C2C=CC=CC=2)=CC=1.[CH3:73][C:74]([O-:77])([CH3:76])[CH3:75].[Na+]>CC(N(C)C)=O.CCOC(C)=O.C1C=CC(/C=C/C(/C=C/C2C=CC=CC=2)=O)=CC=1.C1C=CC(/C=C/C(/C=C/C2C=CC=CC=2)=O)=CC=1.C1C=CC(/C=C/C(/C=C/C2C=CC=CC=2)=O)=CC=1.[Pd].[Pd]>[C:74]([O:77][C:17]1[CH:24]=[CH:23][C:20]([CH2:21][NH:22][C:2]2[CH:3]=[C:4]3[C:9](=[CH:10][CH:11]=2)[C:8](=[O:12])[NH:7][N:6]=[C:5]3[Cl:13])=[CH:19][CH:18]=1)([CH3:76])([CH3:75])[CH3:73] |f:3.4,7.8.9.10.11|. The product is C(C)(C)(C)OC1=CC=C(CNC=2C=C3C(=NNC(C3=CC2)=O)Cl)C=C1 (6-(4-tert-butoxy-benzylamino)-4-chloro-2H-phthalazin-1-one). The reactants are C(C1=CC=CC=C1)O[C@H]1C[C@H](C1)N1C(=NC2=C1C=C(C=C2)F)[C@H](C)N ((S)-1-[1-(cis-3-benzyloxycyclobutyl)-6-fluoro-1H-benzoimidazol-2-yl]ethylamine), ClC1=C2N=CN(C2=NC=N1)C1OCCCC1 (6-chloro-9-(tetrahydropyran-2-yl)-9H-purine), CCN(C(C)C)C(C)C (DIPEA). The solvent is CC(C)O (IPA). Run at temperature 90 celsius. Product: C(C1=CC=CC=C1)O[C@H]1C[C@H](C1)N1C(=NC2=C1C=C(C=C2)F)[C@H](C)NC2=C1N=CNC1=NC=N2 ([(S)-1-[1-(cis-3-Benzyloxycyclobutyl)-6-fluoro-1H-benzoimidazol-2-yl]ethyl]-(9H-purin-6-yl)-amine). The yield is 76.9%. Reaction SMILES: [CH2:1]([O:8][C@@H:9]1[CH2:12][C@H:11]([N:13]2[C:17]3[CH:18]=[C:19]([F:22])[CH:20]=[CH:21][C:16]=3[N:15]=[C:14]2[C@@H:23]([NH2:25])[CH3:24])[CH2:10]1)[C:2]1[CH:7]=[CH:6][CH:5]=[CH:4][CH:3]=1.Cl[C:27]1[N:35]=[CH:34][N:33]=[C:32]2[C:28]=1[N:29]=[CH:30][N:31]2C1CCCCO1.CCN(C(C)C)C(C)C>CC(O)C>[CH2:1]([O:8][C@@H:9]1[CH2:12][C@H:11]([N:13]2[C:17]3[CH:18]=[C:19]([F:22])[CH:20]=[CH:21][C:16]=3[N:15]=[C:14]2[C@@H:23]([NH:25][C:27]2[N:35]=[CH:34][N:33]=[C:32]3[C:28]=2[N:29]=[CH:30][NH:31]3)[CH3:24])[CH2:10]1)[C:2]1[CH:3]=[CH:4][CH:5]=[CH:6][CH:7]=1. Procedure details: A mixture of (S)-1-[1-(cis-3-benzyloxycyclobutyl)-6-fluoro-1H-benzoimidazol-2-yl]ethylamine (310 mg, 0.91 mmol), 6-chloro-9-(tetrahydropyran-2-yl)-9H-purine (219 mg, 0.91 mmol) and DIPEA (0.81 mL, 4.57 mmol) in IPA (5 mL) was heated at 90° C. in a sealed vial for 16 h. After cooling to RT, the reaction mixture was concentrated in vacuo, dissolved in DCM and loaded onto an Isolute® SCX-2 cartridge which was washed with DCM, MeOH followed by 2M NH3/MeOH. The product containing fractions were combi...